Dataset: the Open Reaction Database (ORD), a public repository of structured organic reaction records. Task: describe an organic reaction: reactants, conditions, products, and yield Reactants: OC=1NC2=C(N1)C=CC=C2 (2-hydroxybenzimidazole), ClC(Cl)(Cl)OC(OC(Cl)(Cl)Cl)=O (bis(trichloromethyl)carbonate). Reagents/catalysts: C (charcoal). Run in O1CCCC1 (tetrahydrofuran), O1CCCC1 (tetrahydrofuran). Product: O=C1NC2=C(N1C(=O)Cl)C=CC=C2 (2-Oxobenzimidazole-1-Carboxylic Acid Chloride). Yield: 257.0%. RXN SMILES: [OH:1][C:2]1[NH:3][C:4]2[CH:10]=[CH:9][CH:8]=[CH:7][C:5]=2[N:6]=1.[Cl:11][C:12]([O:15]C(=O)OC(Cl)(Cl)Cl)(Cl)Cl>O1CCCC1.C>[O:1]=[C:2]1[N:6]([C:12]([Cl:11])=[O:15])[C:5]2[CH:7]=[CH:8][CH:9]=[CH:10][C:4]=2[NH:3]1. Procedure details: To a 1 L, 3-neck round bottom flask fitted with a thermometer, condenser, and an addition funnel was placed 2-hydroxybenzimidazole (36.9 g, 275 mmol), 275 mg of activated charcoal, and 750 mL of dry tetrahydrofuran. The bis(trichloromethyl)carbonate (36.3 g, 122 mmol), dissolved in 100 mL of tetrahydrofuran, was added dropwise at room temperature. The addition funnel was replaced with a gas outlet tube that was dipped into an aqueous concentrated ammonium hydroxide trap. The mixture was heated a... The reactants are N([C@@H](CC(C)C)[C@@H](O)CC(=O)N[C@@H](C)C(=O)N[C@@H](CC(C)C)[C@@H](O)CC(=O)OC)C(=O)OC(C)(C)C (Boc-Sta-Ala-Sta-OMe), C(=O)(C(F)(F)F)O (TFA). Run at time 20 minute. Product: N[C@@H](CC(C)C)[C@@H](O)CC(=O)N[C@@H](C)C(=O)N[C@@H](CC(C)C)[C@@H](O)CC(=O)OC.FC(F)(F)C(=O)O (H-Sta-Ala-Sta-OMe.TFA). RXN SMILES: [NH:1](C(OC(C)(C)C)=O)[C@H:2]([C@H:7]([CH2:9][C:10]([NH:12][C@H:13]([C:15]([NH:17][C@H:18]([C@H:23]([CH2:25][C:26]([O:28][CH3:29])=[O:27])[OH:24])[CH2:19][CH:20]([CH3:22])[CH3:21])=[O:16])[CH3:14])=[O:11])[OH:8])[CH2:3][CH:4]([CH3:6])[CH3:5].[C:37]([OH:43])([C:39]([F:42])([F:41])[F:40])=[O:38]>>[NH2:1][C@H:2]([C@H:7]([CH2:9][C:10]([NH:12][C@H:13]([C:15]([NH:17][C@H:18]([C@H:23]([CH2:25][C:26]([O:28][CH3:29])=[O:27])[OH:24])[CH2:19][CH:20]([CH3:21])[CH3:22])=[O:16])[CH3:14])=[O:11])[OH:8])[CH2:3][CH:4]([CH3:5])[CH3:6].[F:40][C:39]([C:37]([OH:43])=[O:38])([F:42])[F:41] |f:2.3|. Reported procedure: 200 mg of Boc-Sta-Ala-Sta-OMe are treated with 3.5 ml of TFA at 0° C. The mixture is stirred for 20 min at RT. Then, after concentration in vacuo, the oily residued is extracted by successively adding and concentrating anhydrous ether. This gives a white solid. As a reaction SMILES: [C:1]1([S:7]([NH:10][C:11]2[CH:19]=[CH:18][C:17]3[N:16]4[CH2:20][CH2:21][CH2:22][C:15]4=[CH:14][C:13]=3[C:12]=2C(OC)=O)(=[O:9])=[O:8])[CH:6]=[CH:5][CH:4]=[CH:3][CH:2]=1.[OH-].[Li+].C(O)=O>O1CCOCC1.O.CO>[C:1]1([S:7]([NH:10][C:11]2[CH:19]=[CH:18][C:17]3[N:16]4[CH2:20][CH2:21][CH2:22][C:15]4=[CH:14][C:13]=3[CH:12]=2)(=[O:8])=[O:9])[CH:2]=[CH:3][CH:4]=[CH:5][CH:6]=1 |f:1.2|. Product: C1(=CC=CC=C1)S(=O)(=O)NC1=CC=2C=C3N(C2C=C1)CCC3 (7-benzenesulfonylamino-2,3-dihydro-1H-pyrrolo[1,2-a]indole). Reactants: C(=O)O (formic acid), C1(=CC=CC=C1)S(=O)(=O)NC1=C(C=2C=C3N(C2C=C1)CCC3)C(=O)OC (methyl 7-benzenesulfonylamino-2,3-dihydro-1H-pyrrolo[1,2-a]indole-8-carboxylate), C1(=CC=CC=C1)S(=O)(=O)NC1=C(C=2C=C3N(C2C=C1)CCC3)C(=O)OC (methyl 7-benzenesulfonylamino-2,3-dihydro-1H-pyrrolo[1,2-a]indole-8-carboxylate), [OH-].[Li+] (lithium hydroxide). Procedure: A mixture of methyl 7-benzenesulfonylamino-2,3-dihydro-1H-pyrrolo[1,2-a]indole-8-carboxylate (Intermediate 26, 0.075 g) and lithium hydroxide mononhydrate (0.049 g) in dioxane (2 mL) and water (1 mL) was irradiated in the microwave at 110° C. for 20 minutes. After cooling, the mixture was diluted with water and acidified to pH4-5 with formic acid. The resultant solid was washed with water and ether, then dried to give a cream powder. The solid was dissolved in methanol and acetone and freeze-dri... Solvent: O (water), O1CCOCC1 (dioxane), CO (methanol), O (water). The yield is 36.4%.